From a dataset of the Open Reaction Database (ORD), a public repository of structured organic reaction records. describe an organic reaction: reactants, conditions, products, and yield Reactants: N1C(=O)NC(=O)C1 (Hydantoin), ClC=1C=CC(=C(C1)NC1=NC=2N(C(=C1)NCC(C)N1CCOCC1)N=CC2C=O)F (5-(5-chloro-2-fluorophenylamino)-7-(2-morpholinopropylamino)pyrazolo[1,5-a]pyrimidine-3-carbaldehyde), N1CCCCC1 (piperidine). Solvent: O (water), C(C)O (ethanol). Run at temperature 80 celsius. The product is ClC=1C=CC(=C(C1)NC1=NC=2N(C(=C1)NCC(C)N1CCOCC1)N=CC2C=C2C(NC(N2)=O)=O)F (5-((5-(5-chloro-2-fluorophenylamino)-7-(2-morpholinopropylamino)pyrazolo[1,5-a]pyrimidin-3-yl)methylene)imidazolidine-2,4-dione). The yield is 27.7%. Reaction SMILES: [NH:1]1[CH2:7][C:5](=[O:6])[NH:4][C:2]1=[O:3].[Cl:8][C:9]1[CH:10]=[CH:11][C:12]([F:37])=[C:13]([NH:15][C:16]2[CH:21]=[C:20]([NH:22][CH2:23][CH:24]([N:26]3[CH2:31][CH2:30][O:29][CH2:28][CH2:27]3)[CH3:25])[N:19]3[N:32]=[CH:33][C:34]([CH:35]=O)=[C:18]3[N:17]=2)[CH:14]=1.N1CCCCC1>C(O)C.O>[Cl:8][C:9]1[CH:10]=[CH:11][C:12]([F:37])=[C:13]([NH:15][C:16]2[CH:21]=[C:20]([NH:22][CH2:23][CH:24]([N:26]3[CH2:27][CH2:28][O:29][CH2:30][CH2:31]3)[CH3:25])[N:19]3[N:32]=[CH:33][C:34]([CH:35]=[C:7]4[NH:1][C:2](=[O:3])[NH:4][C:5]4=[O:6])=[C:18]3[N:17]=2)[CH:14]=1. Procedure details: Hydantoin (7 mg, 0.07 mmol) and 5-(5-chloro-2-fluorophenylamino)-7-(2-morpholinopropylamino)pyrazolo[1,5-a]pyrimidine-3-carbaldehyde (15 mg, 0.035 mmol) were dissolved in ethanol (0.5 mL) along with piperidine (7 uL, 0.07 mmol). The reaction was heated at 80° C. for 1 hour in the microwave. The reaction was then cooled to r.t., diluted with water, and the precipitate was collected and washed with water, 1:1 ethanol:water, then ethanol. The yellow solid was dried in vacuo to give 5-((5-(5-chloro-...